This data is from the Open Reaction Database (ORD), a public repository of structured organic reaction records. The task is: describe an organic reaction: reactants, conditions, products, and yield The reactants are NC=1SC(=CN1)Br (2-amino-5-bromothiazole), [H-].[Na+] (sodium hydride), COC(C1=C(C=CC(=C1)O)F)=O (2-fluoro-5-hydroxy benzoic acid methyl ester), ice. The solvent is O1CCCC1 (tetrahydrofuran), O1CCCC1 (tetrahydrofuran), O1CCCC1 (tetrahydrofuran). Run at time 15 minute. Product: COC(C1=C(C=CC(=C1)OC1C=NC(S1)N)F)=O (5-[(2-amino-5H-thiazol-5-yl)oxy]-2-fluoro-benzoic acid methyl ester). As a reaction SMILES: [H-].[Na+].[CH3:3][O:4][C:5](=[O:14])[C:6]1[CH:11]=[C:10]([OH:12])[CH:9]=[CH:8][C:7]=1[F:13].[NH2:15][C:16]1[S:17][C:18](Br)=[CH:19][N:20]=1>O1CCCC1>[CH3:3][O:4][C:5](=[O:14])[C:6]1[CH:11]=[C:10]([O:12][CH:18]2[S:17][CH:16]([NH2:15])[N:20]=[CH:19]2)[CH:9]=[CH:8][C:7]=1[F:13] |f:0.1|. Reported procedure: To a solution of sodium hydride (1.7 g, 44.11 mmol) in tetrahydrofuran (50 mL) was added solution of 2-fluoro-5-hydroxy benzoic acid methyl ester (5 g, 29.41 mmol) in tetrahydrofuran (50 mL) under argon atmosphere and stirred for 15 minutes. A solution of 2-amino-5-bromothiazole (5.2 g, 29.41 mmol) in tetrahydrofuran (47 mL) was added dropwise over a period of 30 min and stirred at room temperature for 4 hrs. Reaction mixture was poured into ice cold water (300 mL) extracted with ethyl acetate (... Reactants: COc1cc(-c2cc(-c3cc4ccccc4n3C(=O)OC(C)(C)C)c(OC)nn2)cc(C=O)c1OCOCC[Si](C)(C)C, [BH3-]C#N, C1CCOC1, CN, CC(=O)O, CO, [Na+]. Product: CNCc1cc(-c2cc(-c3cc4ccccc4n3C(=O)OC(C)(C)C)c(OC)nn2)cc(OC)c1OCOCC[Si](C)(C)C. RXN SMILES: [C:1]([CH3:2])([CH3:3])([CH3:4])[O:5][C:6](=[O:7])[n:8]1[c:9](-[c:17]2[c:18]([O:42][CH3:43])[n:19][n:20][c:21](-[c:23]3[cH:24][c:25]([CH:40]=[O:41])[c:26]([O:31][CH2:32][O:33][CH2:34][CH2:35][Si:36]([CH3:37])([CH3:38])[CH3:39])[c:27]([O:29][CH3:30])[cH:28]3)[cH:22]2)[cH:10][c:11]2[cH:12][cH:13][cH:14][cH:15][c:16]12.[C:50](#[N:51])[BH3-:52].[CH2:56]1[O:57][CH2:58][CH2:59][CH2:60]1.[CH3:44][NH2:45].[CH3:46][C:47](=[O:48])[OH:49].[CH3:54][OH:55].[Na+:53]>>[C:1]([CH3:2])([CH3:3])([CH3:4])[O:5][C:6](=[O:7])[n:8]1[c:9](-[c:17]2[c:18]([O:42][CH3:43])[n:19][n:20][c:21](-[c:23]3[cH:24][c:25]([CH2:40][NH:51][CH3:50])[c:26]([O:31][CH2:32][O:33][CH2:34][CH2:35][Si:36]([CH3:37])([CH3:38])[CH3:39])[c:27]([O:29][CH3:30])[cH:28]3)[cH:22]2)[cH:10][c:11]2[cH:12][cH:13][cH:14][cH:15][c:16]12. Starting materials: OC1=C(N(S(C2=C1C=CC=C2)(=O)=O)C)C(=O)OCC (ethyl 4-hydroxy-2-methyl-2H-1,2-benzothiazine-3-carboxylate 1,1-dioxide), ( V ), NC1=NC=CC=C1[Mg]Br (2-amino-pyridyl-magnesium bromide), ( VI ). Yields the product OC1=C(N(S(C2=C1C=CC=C2)(=O)=O)C)C(=O)NC2=NC=CC=C2 (4-hydroxy-2-methyl-N-(2-pyridyl)-2H-1,2-benzothiazine-3-carboxamide-1,1-dioxide). As a reaction SMILES: [OH:1][C:2]1[C:7]2[CH:8]=[CH:9][CH:10]=[CH:11][C:6]=2[S:5](=[O:13])(=[O:12])[N:4]([CH3:14])[C:3]=1[C:15]([O:17]CC)=O.[NH2:20][C:21]1[C:26]([Mg]Br)=[CH:25][CH:24]=[CH:23][N:22]=1>>[OH:1][C:2]1[C:7]2[CH:8]=[CH:9][CH:10]=[CH:11][C:6]=2[S:5](=[O:12])(=[O:13])[N:4]([CH3:14])[C:3]=1[C:15]([NH:20][C:21]1[CH:26]=[CH:25][CH:24]=[CH:23][N:22]=1)=[O:17]. Reported procedure: The process of claim 1, wherein ethyl 4-hydroxy-2-methyl-2H-1,2-benzothiazine-3-carboxylate 1,1-dioxide of formula (V) is reacted with 2-amino-pyridyl-magnesium bromide of formula (VI) to give 4-hydroxy-2-methyl-N-(2-pyridyl)-2H-1,2-benzothiazine-3-carboxamide-1,1-dioxide. The reactants are C(C)(C)(C)C=1C=C2C=NN(C(C2=C(C1)F)=O)C1=C(C=O)C(=CC=N1)C1=CN(C(C(=C1)NC1=NC=C(C=C1)C(=O)N1CCOCC1)=O)C (2-(6-tert-butyl-8-fluoro-1-oxophthalazin-2(1H)-yl)-4-(1-methyl-5-(5-(morpholine-4-carbonyl)pyridin-2-ylamino)-6-oxo-1,6-dihydropyridin-3-yl)nicotinaldehyde), ClCCl (dichloromethane), [NH4+].[Cl-] (NH4Cl), [BH4-].[Na+] (Sodium borohydride). Run in CO (MeOH), O (H2O), O (H2O). Conditions: time 1 hour. The product is C(C)(C)(C)C=1C=C2C=NN(C(C2=C(C1)F)=O)C1=NC=CC(=C1CO)C1=CN(C(C(=C1)NC1=NC=C(C=C1)C(=O)N1CCOCC1)=O)C (2′-(6-tert-Butyl-8-fluoro-1-oxo-1H-phthalazin-2-yl)-3′-hydroxymethyl-1-methyl-5-[5-(morpholine-4-carbonyl)-pyridin-2-ylamino]-1H-[3,4′]bipyridinyl-6-one). Yield: 81.8%. Reaction SMILES: [C:1]([C:5]1[CH:6]=[C:7]2[C:12](=[C:13]([F:15])[CH:14]=1)[C:11](=[O:16])[N:10]([C:17]1[N:24]=[CH:23][CH:22]=[C:21]([C:25]3[CH:30]=[C:29]([NH:31][C:32]4[CH:37]=[CH:36][C:35]([C:38]([N:40]5[CH2:45][CH2:44][O:43][CH2:42][CH2:41]5)=[O:39])=[CH:34][N:33]=4)[C:28](=[O:46])[N:27]([CH3:47])[CH:26]=3)[C:18]=1[CH:19]=[O:20])[N:9]=[CH:8]2)([CH3:4])([CH3:3])[CH3:2].ClCCl.[BH4-].[Na+].[NH4+].[Cl-]>O.CO>[C:1]([C:5]1[CH:6]=[C:7]2[C:12](=[C:13]([F:15])[CH:14]=1)[C:11](=[O:16])[N:10]([C:17]1[C:18]([CH2:19][OH:20])=[C:21]([C:25]3[CH:30]=[C:29]([NH:31][C:32]4[CH:37]=[CH:36][C:35]([C:38]([N:40]5[CH2:45][CH2:44][O:43][CH2:42][CH2:41]5)=[O:39])=[CH:34][N:33]=4)[C:28](=[O:46])[N:27]([CH3:47])[CH:26]=3)[CH:22]=[CH:23][N:24]=1)[N:9]=[CH:8]2)([CH3:4])([CH3:2])[CH3:3] |f:2.3,4.5|. Procedure: In a 250 mL round-bottomed flask, 2-(6-tert-butyl-8-fluoro-1-oxophthalazin-2(1H)-yl)-4-(1-methyl-5-(5-(morpholine-4-carbonyl)pyridin-2-ylamino)-6-oxo-1,6-dihydropyridin-3-yl)nicotinaldehyde (50 mg, 78.4 μmol, Eq: 1.00) was combined with dichloromethane (6 ml) and 2 mL MeOH to give a yellow solution. Sodium borohydride (3.56 mg, 94.1 μmol, Eq: 1.2) was added. The colorless solution was stirred at ambient temperature for 1 h. 1 mL of saturated NH4Cl was added; followed by 5 mL H2O. Mixture was sti... The reactants are OC1=CC(=C(C=2OC3=C(C=CC=C3C(C12)=O)O)CC=C)O (1,3,5-trihydroxy-4-allyl-xanthone), C([O-])([O-])=O.[K+].[K+] (potassium carbonate), C(C1=CC=CC=C1)Br (benzyl bromide). The solvent is CN(C)C=O (DMF), C(C)(=O)OCC (ethyl acetate). Conditions: temperature 110 celsius. Product: C(C1=CC=CC=C1)OC=1C=C(C=2C(C3=CC=CC(=C3OC2C1CC=C)OCC1=CC=CC=C1)=O)O (3,5-dibenzyloxy-1-hydroxy-4-allyl-xanthone). The yield is 160.7%. As a reaction SMILES: [OH:1][C:2]1[C:15]2[C:14](=[O:16])[C:13]3[C:8](=[C:9]([OH:17])[CH:10]=[CH:11][CH:12]=3)[O:7][C:6]=2[C:5]([CH2:18][CH:19]=[CH2:20])=[C:4]([OH:21])[CH:3]=1.C(=O)([O-])[O-].[K+].[K+].[CH2:28](Br)[C:29]1[CH:34]=[CH:33][CH:32]=[CH:31][CH:30]=1>CN(C=O)C.C(OCC)(=O)C>[CH2:28]([O:21][C:4]1[CH:3]=[C:2]([OH:1])[C:15]2[C:14](=[O:16])[C:13]3[C:8]([O:7][C:6]=2[C:5]=1[CH2:18][CH:19]=[CH2:20])=[C:9]([O:17][CH2:18][C:5]1[CH:6]=[CH:15][CH:2]=[CH:3][CH:4]=1)[CH:10]=[CH:11][CH:12]=3)[C:29]1[CH:34]=[CH:33][CH:32]=[CH:31][CH:30]=1 |f:1.2.3|. Procedure: To a solution of xanthone 5 (48 g, 168 mmol) in dry DMF was added potassium carbonate (46 g, 336 mmol) and benzyl bromide (90 g, 526 mmol) and the mixture was heated to 110° C. for 8 hours. The reaction mixture was cooled to room temperature, diluted with ethyl acetate (1.4L) and the remaining potassium carbonate was destroyed with 2M Sulfuric acid. The organic layer was washed with brine (2×500 mL), dried over magnesium sulfate and concentrated in vacuo to afford the xanthone 6 as a solid (63 g... Starting materials: [BH4-], CO, [Cl-], [NH4+], [Na+], COC(=O)CC(=O)CCC=C(C)CCC=C(C)CCC=C(C)C. Product: COC(=O)CC(O)CCC=C(C)CCC=C(C)CCC=C(C)C. RXN SMILES: [BH4-:1].[CH3:28][OH:29].[Cl-:26].[NH4+:27].[Na+:2].[O:3]=[C:4]([CH2:5][C:6](=[O:7])[O:8][CH3:9])[CH2:10][CH2:11][CH:12]=[C:13]([CH2:14][CH2:15][CH:16]=[C:17]([CH2:18][CH2:19][CH:20]=[C:21]([CH3:22])[CH3:23])[CH3:24])[CH3:25]>>[OH:3][CH:4]([CH2:5][C:6](=[O:7])[O:8][CH3:9])[CH2:10][CH2:11][CH:12]=[C:13]([CH2:14][CH2:15][CH:16]=[C:17]([CH2:18][CH2:19][CH:20]=[C:21]([CH3:22])[CH3:23])[CH3:24])[CH3:25]. The reactants are C1CCOC1, CS(=O)(=O)c1ccc(CS(=O)(=O)Nc2nccs2)cc1, CN1CCCN(C)C1=O, CCOC(C)=O, [Li]CCCC, CC(C)NC(C)C, ICC1CCCC1, Cl. Product: CS(=O)(=O)c1ccc(C(CC2CCCC2)S(=O)(=O)Nc2nccs2)cc1. Reaction SMILES: [CH2:41]1[O:42][CH2:43][CH2:44][CH2:45]1.[CH3:13][S:14](=[O:15])(=[O:16])[c:17]1[cH:18][cH:19][c:20]([CH2:23][S:24](=[O:25])(=[O:26])[NH:27][c:28]2[s:29][cH:30][cH:31][n:32]2)[cH:21][cH:22]1.[CH3:46][N:47]1[CH2:48][CH2:49][CH2:50][N:51]([CH3:52])[C:53]1=[O:54].[CH3:55][CH2:56][O:57][C:58]([CH3:59])=[O:60].[CH3:8][CH2:9][CH2:10][CH2:11][Li:12].[CH:1]([NH:2][CH:3]([CH3:4])[CH3:5])([CH3:6])[CH3:7].[CH:33]1([CH2:38][I:39])[CH2:34][CH2:35][CH2:36][CH2:37]1.[ClH:40]>>[CH3:13][S:14](=[O:15])(=[O:16])[c:17]1[cH:18][cH:19][c:20]([CH:23]([S:24](=[O:25])(=[O:26])[NH:27][c:28]2[s:29][cH:30][cH:31][n:32]2)[CH2:38][CH:33]2[CH2:34][CH2:35][CH2:36][CH2:37]2)[cH:21][cH:22]1. The reactants are CC=1C=C(C=CC1)C1=C(C#N)C=CC=C1 (2-(3-Methylphenyl)benzonitrile), [N+](=O)(O)[O-] (nitric acid), S(O)(O)(=O)=O (sulfuric acid). Run in O (water). Conditions: time 5 minute. Yields the product CC=1C=C(C=CC1[N+](=O)[O-])C1=C(C#N)C=CC=C1 (2-(3-methyl-4-nitrophenyl)benzonitrile). RXN SMILES: [CH3:1][C:2]1[CH:3]=[C:4]([C:8]2[CH:15]=[CH:14][CH:13]=[CH:12][C:9]=2[C:10]#[N:11])[CH:5]=[CH:6][CH:7]=1.[N+:16]([O-])([OH:18])=[O:17].S(=O)(=O)(O)O>O>[CH3:1][C:2]1[CH:3]=[C:4]([C:8]2[CH:15]=[CH:14][CH:13]=[CH:12][C:9]=2[C:10]#[N:11])[CH:5]=[CH:6][C:7]=1[N+:16]([O-:18])=[O:17]. Procedure: 2-(3-Methylphenyl)benzonitrile (18.1 mmoles, 3.5 g) was added slowly at -5° C. to a mixture of 10 ml nitric acid and 10 ml sulfuric acid. After 5 minutes, the reaction was diluted with cold water. The solid was collected, dissolved in THF. The solution was dried and concentrated. The solid was recrystallized from ether and hexane to yield 2.45 g of 2-(3-methyl-4-nitrophenyl)benzonitrile. (MS)